From a dataset of the Open Reaction Database (ORD), a public repository of structured organic reaction records. describe an organic reaction: reactants, conditions, products, and yield Reactants: C(#N)C1=CC=C(C=C1)C1=CC=C2CC(N(C2=C1)CC1=CC=C(C=C1)S(=O)(=O)N(C)C)=O (4-[6-(4-Cyano-phenyl)-2-oxo-2,3-dihydro-indol-1-ylmethyl]-N,N-dimethyl-benzenesulfonamide), ClCC=1N=CN(C1)C(C1=CC=CC=C1)(C1=CC=CC=C1)C1=CC=CC=C1 (4-chloromethyl-1-trityl-1H-imidazole), potassium hexamethyldisilylamide. Run in C1CCOC1 (THF). Reaction conditions: time 8 hour. Yields the product C(#N)C1=CC=C(C=C1)C1=CC=C2C(C(N(C2=C1)CC1=CC=C(C=C1)S(=O)(=O)N(C)C)=O)(CC=1N=CN(C1)C(C1=CC=CC=C1)(C1=CC=CC=C1)C1=CC=CC=C1)CC=1N=CN(C1)C(C1=CC=CC=C1)(C1=CC=CC=C1)C1=CC=CC=C1 (4-[6-(4-Cyano-phenyl)-2-oxo-3,3-bis-(1-trityl-1H-imidazol4-ylmethyl)-2,3-dihydro-indol-1-ylmethyl]-N,N-dimethyl-benzenesulfonamide). Isolated yield 55.6%. As a reaction SMILES: [C:1]([C:3]1[CH:8]=[CH:7][C:6]([C:9]2[CH:17]=[C:16]3[C:12]([CH2:13][C:14](=[O:31])[N:15]3[CH2:18][C:19]3[CH:24]=[CH:23][C:22]([S:25]([N:28]([CH3:30])[CH3:29])(=[O:27])=[O:26])=[CH:21][CH:20]=3)=[CH:11][CH:10]=2)=[CH:5][CH:4]=1)#[N:2].Cl[CH2:33][C:34]1[N:35]=[CH:36][N:37]([C:39]([C:52]2[CH:57]=[CH:56][CH:55]=[CH:54][CH:53]=2)([C:46]2[CH:51]=[CH:50][CH:49]=[CH:48][CH:47]=2)[C:40]2[CH:45]=[CH:44][CH:43]=[CH:42][CH:41]=2)[CH:38]=1>C1COCC1>[C:1]([C:3]1[CH:4]=[CH:5][C:6]([C:9]2[CH:17]=[C:16]3[C:12]([C:13]([CH2:33][C:34]4[N:35]=[CH:36][N:37]([C:39]([C:40]5[CH:45]=[CH:44][CH:43]=[CH:42][CH:41]=5)([C:46]5[CH:47]=[CH:48][CH:49]=[CH:50][CH:51]=5)[C:52]5[CH:57]=[CH:56][CH:55]=[CH:54][CH:53]=5)[CH:38]=4)([CH2:33][C:34]4[N:35]=[CH:36][N:37]([C:39]([C:52]5[CH:57]=[CH:56][CH:55]=[CH:54][CH:53]=5)([C:46]5[CH:51]=[CH:50][CH:49]=[CH:48][CH:47]=5)[C:40]5[CH:45]=[CH:44][CH:43]=[CH:42][CH:41]=5)[CH:38]=4)[C:14](=[O:31])[N:15]3[CH2:18][C:19]3[CH:24]=[CH:23][C:22]([S:25]([N:28]([CH3:29])[CH3:30])(=[O:27])=[O:26])=[CH:21][CH:20]=3)=[CH:11][CH:10]=2)=[CH:7][CH:8]=1)#[N:2]. Procedure: 4-[6-(4-Cyano-phenyl)-2-oxo-2,3-dihydro-indol-1-ylmethyl]-N,N-dimethyl-benzenesulfonamide (216 mg, 0.501 mmol) and 4-chloromethyl-1-trityl-1H-imidazole compound (402 mg, 1.12 mmol) were dissolved in 5 ml of anhydrous THF under an atmosphere of dry N2. To this solution was added 95% potassium hexamethyldisilylamide (KHMDS) (230 mg, 1.10 mmol) and the reaction mixture was subsequently stirred overnight. The reaction mixture was partitioned between DCM and saturated aqueous NaHCO3. The DCM layer wa...